This data is from the Open Reaction Database (ORD), a public repository of structured organic reaction records. The task is: describe an organic reaction: reactants, conditions, products, and yield Reactants: [H-], [Na+], C1CCOC1, O=S(=O)(Cl)c1ccccc1, O=Cc1c[nH]c2ncccc12. Yields the product O=Cc1cn(S(=O)(=O)c2ccccc2)c2ncccc12. Reaction SMILES: [H-:2].[Na+:1].[O:24]1[CH2:25][CH2:26][CH2:27][CH2:28]1.[c:14]1([S:20](=[O:21])(=[O:22])[Cl:23])[cH:15][cH:16][cH:17][cH:18][cH:19]1.[nH:3]1[cH:4][c:5]([CH:12]=[O:13])[c:6]2[c:7]1[n:8][cH:9][cH:10][cH:11]2>>[n:3]1([S:20]([c:14]2[cH:15][cH:16][cH:17][cH:18][cH:19]2)(=[O:21])=[O:22])[cH:4][c:5]([CH:12]=[O:13])[c:6]2[c:7]1[n:8][cH:9][cH:10][cH:11]2. Starting materials: C1CCCCC1 (cyclohexane), C(C1=CC=CC=C1)OC(NC1C(CCCC1)C(NC(C1CC1)C#N)=O)=O (2-[(1-cyano-1-cyclopropyl-methyl)-carbamoyl]-cyclohexyl-carbamic acid benzyl ester), CC(=O)O (HOAc). The reagents and catalysts are [Pd] (Pd/C). The solvent is CCOC(=O)C (EtOAc). Reaction conditions: time 45 minute. The product is C(C)(=O)O.C(#N)C(C1CC1)NC(=O)C1C(CCCC1)N (2-Amino-cyclohexanecarboxylic Acid(1-Cyano-1-cyclopropyl-methyl)-amide Acetic Acid Salt). As a reaction SMILES: C(OC(=O)[NH:10][CH:11]1[CH2:16][CH2:15][CH2:14][CH2:13][CH:12]1[C:17](=[O:25])[NH:18][CH:19]([C:23]#[N:24])[CH:20]1[CH2:22][CH2:21]1)C1C=CC=CC=1.[CH3:27][C:28]([OH:30])=[O:29].C1CCCCC1>CCOC(C)=O.[Pd]>[C:28]([OH:30])(=[O:29])[CH3:27].[C:23]([CH:19]([NH:18][C:17]([CH:12]1[CH2:13][CH2:14][CH2:15][CH2:16][CH:11]1[NH2:10])=[O:25])[CH:20]1[CH2:21][CH2:22]1)#[N:24] |f:5.6|. Procedure details: To a solution of 2-[(1-cyano-1-cyclopropyl-methyl)-carbamoyl]-cyclohexyl-carbamic acid benzyl ester (0.15 g, 0.42 mmol) in 50 ml EtOAc with 1% HOAc (v/v) is added Pd/C (10%) (0.05 g) carefully under nitrogen. The mixture is degassed completely before the reaction flask is filled with H2 through a balloon. The reaction mixture is stirred for 45 minutes. TLC showed that the starting material has disappeared. The reaction mixture is filtered through Celite. The filtrate is concentrated to give a ye... Reactants: Cl (hydro chloric acid), [OH-].[K+] (potassium hydroxide), OC1=C(C=O)C=CC(=C1)OC (2-hydroxy-4-methoxybenzaldehyde), BrC(C(=O)OCC)C(=O)[O-] (ethyl bromomalonate), C([O-])([O-])=O.[K+].[K+] (potassium carbonate). The solvent is CO (methanol), CC(=O)CC (methyl-ethyl ketone). Conditions: time 6 hour. The product is COC1=CC2=C(C=C(O2)C(=O)O)C=C1 (6-methoxy-benzofuran-2-carboxylic acid). RXN SMILES: [OH:1][C:2]1[CH:9]=[C:8]([O:10][CH3:11])[CH:7]=[CH:6][C:3]=1[CH:4]=O.Br[CH:13](C([O-])=O)[C:14]([O:16]CC)=[O:15].C(=O)([O-])[O-].[K+].[K+].[OH-].[K+].Cl>CO.CC(CC)=O>[CH3:11][O:10][C:8]1[CH:7]=[CH:6][C:3]2[CH:4]=[C:13]([C:14]([OH:16])=[O:15])[O:1][C:2]=2[CH:9]=1 |f:2.3.4,5.6|. Procedure: 11 g of 2-hydroxy-4-methoxybenzaldehyde, 20.3 g of ethyl bromomalonate, 12.3 g of potassium carbonate, and 51 ml of methyl-ethyl ketone were put into a three-necked flask, and refluxed to hold the reaction thereof for 6 hours. After that to this was added a methanol solution of potassium hydroxide, and at a point of time of completion of the hydrolysis reaction, the hydrolyzed product was put into an aqueous hydro chloric acid solution, and then filtered, whereby a 6-methoxy-benzofuran-2-carboxy... Starting materials: N#CC1CC(F)CN1C(=O)CNC12CCC(C(=O)O)(CC1)CC2, CCN=C=NCCCN(C)C, CN(C)c1ccccn1, CN(C)C=O, Cl, Nc1ccc(C(F)(F)F)cc1, On1nnc2ccccc21. The product is N#CC1CC(F)CN1C(=O)CNC12CCC(C(=O)Nc3ccc(C(F)(F)F)cc3)(CC1)CC2. As a reaction SMILES: [C:1](=[O:2])([OH:3])[C:4]12[CH2:5][CH2:6][C:7]([NH:12][CH2:13][C:14](=[O:15])[N:16]3[CH:17]([C:22]#[N:23])[CH2:18][CH:19]([F:21])[CH2:20]3)([CH2:8][CH2:9]1)[CH2:10][CH2:11]2.[CH3:35][N:36]([CH3:37])[CH2:38][CH2:39][CH2:40][N:41]=[C:42]=[N:43][CH2:44][CH3:45].[CH3:57][N:58]([c:59]1[cH:60][cH:61][cH:62][cH:63][n:64]1)[CH3:65].[CH3:66][N:67]([CH3:68])[CH:69]=[O:70].[ClH:34].[F:46][C:47]([c:48]1[cH:49][cH:50][c:51]([NH2:52])[cH:53][cH:54]1)([F:55])[F:56].[OH:24][n:25]1[c:26]2[cH:27][cH:28][cH:29][cH:30][c:31]2[n:32][n:33]1>>[C:1](=[O:2])([C:4]12[CH2:5][CH2:6][C:7]([NH:12][CH2:13][C:14](=[O:15])[N:16]3[CH:17]([C:22]#[N:23])[CH2:18][CH:19]([F:21])[CH2:20]3)([CH2:8][CH2:9]1)[CH2:10][CH2:11]2)[NH:52][c:51]1[cH:50][cH:49][c:48]([C:47]([F:46])([F:55])[F:56])[cH:54][cH:53]1. Reactants: C(C)OC(=O)CNC(NN)=S (4-Ethoxycarbonylmethyl-thiosemicarbazide), N (ammonia). The solvent is C(C)O (ethanol). Reaction conditions: temperature 25 celsius, time 22 hour. The product is C(N)(=O)CNC(NN)=S (4-carbamylmethyl-thiosemicarbazide). RXN SMILES: C([O:3][C:4]([CH2:6][NH:7][C:8](=[S:11])[NH:9][NH2:10])=O)C.[NH3:12]>C(O)C>[C:4]([CH2:6][NH:7][C:8](=[S:11])[NH:9][NH2:10])(=[O:3])[NH2:12]. Procedure: 4-Ethoxycarbonylmethyl-thiosemicarbazide (8.33 g) (GANTE and LANTSCH, Chem. Ber., 97, 989 (1964)) are suspended in a saturated solution (250 cc) of ammonia in ethanol, and the reaction mixture is stirred at 25° C. for 22 hours. The insoluble matter is filtered off and washed with alcohol (2×25 cc) and ether (2×50 cc); after drying, 4-carbamylmethyl-thiosemicarbazide (6.2 g), m.p.=188° C., is obtained. Reactants: BrCC1=C(C(=O)OC)C=CN=C1Cl (methyl 3-(bromomethyl)-2-chloroisonicotinate), Cl.COC=1C=C(C=NC1OCC(F)(F)F)C(C)N (1-(5-methoxy-6-(2,2,2-trifluoroethoxy)pyridin-3-yl)ethanamine hydrochloride). The product is ClC1=NC=CC2=C1CN(C2=O)C(C)C=2C=NC(=C(C2)OC)OCC(F)(F)F (4-chloro-2-(1-(5-methoxy-6-(2,2,2-trifluoroethoxy)pyridin-3-yl)ethyl)-2,3-dihydro-1H-pyrrolo[3,4-c]pyridin-1-one). The yield is 61.0%. RXN SMILES: Br[CH2:2][C:3]1[C:12]([Cl:13])=[N:11][CH:10]=[CH:9][C:4]=1[C:5]([O:7]C)=O.Cl.[CH3:15][O:16][C:17]1[CH:18]=[C:19]([CH:29]([NH2:31])[CH3:30])[CH:20]=[N:21][C:22]=1[O:23][CH2:24][C:25]([F:28])([F:27])[F:26]>>[Cl:13][C:12]1[C:3]2[CH2:2][N:31]([CH:29]([C:19]3[CH:20]=[N:21][C:22]([O:23][CH2:24][C:25]([F:28])([F:26])[F:27])=[C:17]([O:16][CH3:15])[CH:18]=3)[CH3:30])[C:5](=[O:7])[C:4]=2[CH:9]=[CH:10][N:11]=1 |f:1.2|. Procedure details: The title compound is prepared in 61% yield (140 mg, colorless amorphous solid) from methyl 3-(bromomethyl)-2-chloroisonicotinate (150 mg, 0.57 mmol) and 1-(5-methoxy-6-(2,2,2-trifluoroethoxy)pyridin-3-yl)ethanamine hydrochloride (163 mg, 0.57 mmol, Amine-9, single enantiomer) in a similar manner to Intermediate-2.